The task is: describe an organic reaction: reactants, conditions, products, and yield. This data is from the Open Reaction Database (ORD), a public repository of structured organic reaction records. The reactants are ClC1=CC=CC=2[C@@H]3[C@@H](NC(C12)=O)CN(C3)C(=O)OC(C)(C)C ((3aR,9bS)-tert-butyl 6-chloro-5-oxo-3,3a,4,5-tetrahydro-1H-pyrrolo[3,4-c]isoquinoline-2(9bH)-carboxylate), ClC1=CC=CC=2[C@H]3[C@H](NC(C12)=O)CN(C3)C(=O)OC(C)(C)C ((±)-trans-tert-Butyl 6-chloro-5-oxo-3,3a,4,5-tetrahydro-1H-pyrrolo[3,4-c]isoquinoline-2(9bH)-carboxylate), [H][H] (hydrogen). The reagents and catalysts are C(C)(=O)O (acetic acid), [Pd] (Pd/C). Solvent: CO (methanol). Conditions: time 10 minute. Yields the product Cl.C1NC[C@@H]2NC(C=3C=CC=CC3[C@H]21)=O ((3aR,9bS)-2,3,3a,4-Tetrahydro-1H-pyrrolo[3,4-c]isoquinolin-5(9bH)-one hydrochloride). RXN SMILES: [Cl:1][C:2]1[C:11]2[C:10](=[O:12])[NH:9][C@H:8]3[CH2:13][N:14](C(OC(C)(C)C)=O)[CH2:15][C@@H:7]3[C:6]=2[CH:5]=[CH:4][CH:3]=1.ClC1C2C(=O)N[C@@H]3CN(C(OC(C)(C)C)=O)C[C@H]3C=2C=CC=1.[H][H]>CO.C(O)(=O)C.[Pd]>[ClH:1].[CH2:15]1[C@H:7]2[C@@H:8]([NH:9][C:10](=[O:12])[C:11]3[CH:2]=[CH:3][CH:4]=[CH:5][C:6]=32)[CH2:13][NH:14]1 |f:6.7|. Procedure: To a solution of (3aR,9bS)-tert-butyl 6-chloro-5-oxo-3,3a,4,5-tetrahydro-1H-pyrrolo[3,4-c]isoquinoline-2(9bH)-carboxylate, the first eluting compound from Example 27, Part B (10 mg) in methanol was added 2 drops of acetic acid and 2 mg of 10% Pd/C catalyst. The mixture was shaken under 70 psi of hydrogen on a Parr shaker for 3 h. The mixture was filtered through a pad of Celite and concentrated in vacuo. The residue was taken up in 2 mL of methanol and then there was added 1 mL of 12 N HCl. The ... Starting materials: BrCC(=O)C1=CC=CC=C1 (bromoacetophenone), C(=O)([O-])[O-].[K+].[K+] (K2CO3), SC=1C=C(C(=O)O)C=CC1 (3-mercaptobenzoic acid). Run in C(C)O (ethanol). The product is O=C(CSC=1C=C(C(=O)O)C=CC1)C1=CC=CC=C1 (3-(2-Oxophenylethylsulfanyl)benzoic acid). Isolated yield 120.3%. RXN SMILES: Br[CH2:2][C:3]([C:5]1[CH:10]=[CH:9][CH:8]=[CH:7][CH:6]=1)=[O:4].C([O-])([O-])=O.[K+].[K+].[SH:17][C:18]1[CH:19]=[C:20]([CH:24]=[CH:25][CH:26]=1)[C:21]([OH:23])=[O:22]>C(O)C>[O:4]=[C:3]([C:5]1[CH:10]=[CH:9][CH:8]=[CH:7][CH:6]=1)[CH2:2][S:17][C:18]1[CH:19]=[C:20]([CH:24]=[CH:25][CH:26]=1)[C:21]([OH:23])=[O:22] |f:1.2.3|. Procedure: To bromoacetophenone (250 mg, 1.16 mmole) and anhydrous K2CO3 (694 mg, 5.02 mmole) in ethanol, 193.6 mg (1.25 mmole) 3-mercaptobenzoic acid was added and the mixture refluxed overnight. The solvent was evaporated and water added to the solid residue. The basic aqueous solution was extracted with ethyl acetate to remove unreacted bromoacetophenone. The aqueous layer was acidified and extracted with ethyl acetate, dried, evaporated and the residue purified by flash chromatography using chloroform:...